describe an organic reaction: reactants, conditions, products, and yield From a dataset of the Open Reaction Database (ORD), a public repository of structured organic reaction records. Starting materials: COC(CCC\C=C/C[C@H]1C(C[C@H]([C@@H]1[C@H](\C=C\C(CCCC)(C)C)OC1OCCCC1)C)=O)=O ((5Z,11alpha,13S,14E)-13-(2-tetrahydropyranyloxy)-11,16,16-Tri-methyl-9-oxoprosta-5,14-dien-1-oic acid methyl ester), C1(=CC=C(C=C1)S(=O)(=O)[O-])C.[NH+]1=CC=CC=C1 (pyridinium p-toluenesulfonate). Run in [Cl-].[Na+].O (brine), CO (methanol). Reaction conditions: time 24 hour. The product is COC(CCC\C=C/C[C@H]1C(C[C@H]([C@@H]1[C@H](\C=C\C(CCCC)(C)C)O)C)=O)=O ((5Z,11alpha,13S,14E)-13-hydroxy-11,16,16-trimethyl-9-oxoprosta-5,14-dien-1-oic acid methyl ester). As a reaction SMILES: [CH3:1][O:2][C:3](=[O:34])[CH2:4][CH2:5][CH2:6]/[CH:7]=[CH:8]\[CH2:9][C@@H:10]1[C@@H:14]([C@@H:15]([O:25]C2CCCCO2)/[CH:16]=[CH:17]/[C:18]([CH3:24])([CH3:23])[CH2:19][CH2:20][CH2:21][CH3:22])[C@H:13]([CH3:32])[CH2:12][C:11]1=[O:33].C1(C)C=CC(S([O-])(=O)=O)=CC=1.[NH+]1C=CC=CC=1>CO.[Cl-].[Na+].O>[CH3:1][O:2][C:3](=[O:34])[CH2:4][CH2:5][CH2:6]/[CH:7]=[CH:8]\[CH2:9][C@@H:10]1[C@@H:14]([C@@H:15]([OH:25])/[CH:16]=[CH:17]/[C:18]([CH3:23])([CH3:24])[CH2:19][CH2:20][CH2:21][CH3:22])[C@H:13]([CH3:32])[CH2:12][C:11]1=[O:33] |f:1.2,4.5.6|. Procedure: The crude optically active (5Z,11alpha,13S,14E)-13-(2-tetrahydropyranyloxy)-11,16,16-Tri-methyl-9-oxoprosta-5,14-dien-1-oic acid methyl ester (10.55 g) in methanol (100 mL) solution was treated with pyridinium p-toluenesulfonate (1.0 g) and stirred under argon at 40° for 24 hours. After cooling it, the solution was poured into brine (500 mL) and the product was extracted three times with hexane (150 mL each time). The combined extract was dried over sodium sulfate and stripped of solvent to give... Reactants: Cl (HCl), C(C)(C)OC([C@@H](NC(=O)OC(C)(C)C)CCSC)=O (t-Butoxycarbonyl methionine isopropyl ester). The solvent is CCOC(=O)C (EtOAc). Run at temperature -20 celsius. The product is Cl.C(C)(C)OC([C@@H](N)CCSC)=O (Methionine isopropyl ester hydrochloride). RXN SMILES: [ClH:1].[CH:2]([O:5][C:6](=[O:20])[C@H:7]([CH2:16][CH2:17][S:18][CH3:19])[NH:8]C(OC(C)(C)C)=O)([CH3:4])[CH3:3]>CCOC(C)=O>[ClH:1].[CH:2]([O:5][C:6](=[O:20])[C@H:7]([CH2:16][CH2:17][S:18][CH3:19])[NH2:8])([CH3:4])[CH3:3] |f:3.4|. Procedure: HCl gas was bubbled into a solution of N-(t-Butoxycarbonyl methionine isopropyl ester (20.5 g, 0.07 mol) in EtOAc (200 mL) with stirring and cooling to -20° C. for 10 min. The flask was stoppered and stirred at -20° C. for 1 h, argon was bubbled into the solution to remove excess HCl, then the solution was concentrated to dryness to give a white solid which was used without further purification. Reactants: C(C)(=O)OCC1=NC(=CC(=C1)C(NC(C)C=1C=NC(=C(C1)C)OCC(F)(F)F)=O)Cl ((6-chloro-4-((1-(5-methyl-6-(2,2,2-trifluoroethoxy)pyridin-3-yl)ethyl)carbamoyl)pyridin-2-yl)methyl acetate), [OH-].[Na+] (sodium hydroxide), Cl (hydrochloric acid). Solvent: C1CCOC1 (THF). Run at time 1 day. The product is ClC=1C=C(C(=O)NC(C)C=2C=NC(=C(C2)C)OCC(F)(F)F)C=C(N1)CO (2-chloro-6-(hydroxymethyl)-N-(1-(5-methyl-6-(2,2,2-trifluoroethoxy)pyridin-3-yl)ethyl)isonicotinamide). Yield: 84.9%. Reaction SMILES: C([O:4][CH2:5][C:6]1[CH:11]=[C:10]([C:12](=[O:29])[NH:13][CH:14]([C:16]2[CH:17]=[N:18][C:19]([O:23][CH2:24][C:25]([F:28])([F:27])[F:26])=[C:20]([CH3:22])[CH:21]=2)[CH3:15])[CH:9]=[C:8]([Cl:30])[N:7]=1)(=O)C.[OH-].[Na+].Cl>C1COCC1>[Cl:30][C:8]1[CH:9]=[C:10]([CH:11]=[C:6]([CH2:5][OH:4])[N:7]=1)[C:12]([NH:13][CH:14]([C:16]1[CH:17]=[N:18][C:19]([O:23][CH2:24][C:25]([F:27])([F:28])[F:26])=[C:20]([CH3:22])[CH:21]=1)[CH3:15])=[O:29] |f:1.2|. Reported procedure: To a stirred solution of (6-chloro-4-((1-(5-methyl-6-(2,2,2-trifluoroethoxy)pyridin-3-yl)ethyl)carbamoyl)pyridin-2-yl)methyl acetate (95 mg, 0.21 mmol, Step-2, single enantiomer) in THF (5 mL) is added 2M aqueous sodium hydroxide solution (0.16 mL, 0.32 mmol) at room temperature, and the mixture is stirred at room temperature for 1 day. The reaction mixture is neutralized with 2M hydrochloric acid (0.16 mL, 0.32 mmol) and extracted with dichloromethane (50 mL×2). The organic layer is washed with... Reactants: ClC=1C=C(CN2[C@@H](C[C@@H](C2)N(C)CC2=C(C=C(C=C2)F)F)C(=O)O)C=CC1 ((2S,4S)-1-(3-chloro-benzyl)-4-[(2,4-difluoro-benzyl)-methyl-amino]-pyrrolidine-2-carboxylic acid), COC1=C(C=CC=C1)N1CCNCC1 (1-(2-methoxy-phenyl)-piperazine). Product: ClC=1C=C(CN2[C@@H](C[C@@H](C2)N(C)CC2=C(C=C(C=C2)F)F)C(=O)N2CCN(CC2)C2=C(C=CC=C2)OC)C=CC1 ({(2S,4S)-1-(3-Chloro-benzyl)-4-[(2,4-difluoro-benzyl)-methyl-amino]-pyrrolidin-2-yl}-[4-(2-methoxy-phenyl)-piperazin-1-yl]-methanone). Yield: 7.0%. Reaction SMILES: [Cl:1][C:2]1[CH:3]=[C:4]([CH:25]=[CH:26][CH:27]=1)[CH2:5][N:6]1[CH2:10][C@@H:9]([N:11]([CH2:13][C:14]2[CH:19]=[CH:18][C:17]([F:20])=[CH:16][C:15]=2[F:21])[CH3:12])[CH2:8][C@H:7]1[C:22]([OH:24])=O.[CH3:28][O:29][C:30]1[CH:35]=[CH:34][CH:33]=[CH:32][C:31]=1[N:36]1[CH2:41][CH2:40][NH:39][CH2:38][CH2:37]1>>[Cl:1][C:2]1[CH:3]=[C:4]([CH:25]=[CH:26][CH:27]=1)[CH2:5][N:6]1[CH2:10][C@@H:9]([N:11]([CH2:13][C:14]2[CH:19]=[CH:18][C:17]([F:20])=[CH:16][C:15]=2[F:21])[CH3:12])[CH2:8][C@H:7]1[C:22]([N:39]1[CH2:38][CH2:37][N:36]([C:31]2[CH:32]=[CH:33][CH:34]=[CH:35][C:30]=2[O:29][CH3:28])[CH2:41][CH2:40]1)=[O:24]. Reported procedure: As described for Example 64e, (2S,4S)-1-(3-chloro-benzyl)-4-[(2,4-difluoro-benzyl)-methyl-amino]-pyrrolidine-2-carboxylic acid (1 mmol) was converted, using 1-(2-methoxy-phenyl)-piperazine instead of 2-cyclohexyl-1,3,8-triaza-spiro[4.5]dec-1-en-4-one, to the title compound (40 mg) in 7% yield as colorless oil. MS m/e=570.1 [M+H]+.